From a dataset of the Open Reaction Database (ORD), a public repository of structured organic reaction records. describe an organic reaction: reactants, conditions, products, and yield Reactants: CC(C)C(NC(=O)OC(C)(C)C)C(=O)O, ClCCCl, CCN(C(C)C)C(C)C, COc1cc(C2(O)CCNCC2(C)C)ccc1Cl, ClCCl, Cl, On1nnc2ccccc21. Yields the product COc1cc(C2(O)CCN(C(=O)C(NC(=O)OC(C)(C)C)C(C)C)CC2(C)C)ccc1Cl. Reaction SMILES: [C:1](=[O:2])([O:3][C:4]([CH3:5])([CH3:6])[CH3:7])[NH:8][CH:9]([CH:10]([CH3:11])[CH3:12])[C:13](=[O:14])[OH:15].[CH2:16]([Cl:17])[CH2:18][Cl:19].[CH:49]([N:50]([CH2:51][CH3:52])[CH:53]([CH3:54])[CH3:55])([CH3:56])[CH3:57].[Cl:31][c:32]1[c:33]([O:47][CH3:48])[cH:34][c:35]([C:38]2([OH:46])[C:39]([CH3:44])([CH3:45])[CH2:40][NH:41][CH2:42][CH2:43]2)[cH:36][cH:37]1.[Cl:58][CH2:59][Cl:60].[ClH:30].[OH:20][n:21]1[c:22]2[c:23]([cH:24][cH:25][cH:26][cH:27]2)[n:28][n:29]1>>[C:1](=[O:2])([O:3][C:4]([CH3:5])([CH3:6])[CH3:7])[NH:8][CH:9]([CH:10]([CH3:11])[CH3:12])[C:13](=[O:15])[N:41]1[CH2:40][C:39]([CH3:44])([CH3:45])[C:38]([c:35]2[cH:34][c:33]([O:47][CH3:48])[c:32]([Cl:31])[cH:37][cH:36]2)([OH:46])[CH2:43][CH2:42]1. Starting materials: C(C1=CC=CC=C1)O[C@@H]([C@@H](C(=O)O)NC(=O)OCC1C2=CC=CC=C2C=2C=CC=CC12)C ((2S,3R)-3-benzyloxy-2-(9H-fluoren-9-ylmethoxycarbonylamino)-butyric acid), ( iv ), C(C)(C)(C)OC(=O)N[C@@H](C(=O)O)C1=CC=C(C=C1)OC[C@@H]1OC(OC1)(C)C ((R)-tert-butoxycarbonylamino-[4-((S)-2,2-dimethyl-[1,3]dioxolan-4-ylmethoxy)-phenyl]-acetic acid), bis-trimethylsilyl ether, N[C@@H](C(=O)N[C@H](C(=O)NC1=C(C=C(C=C1)I)Cl)[C@@H](C)C1=CC=CC=C1)C1=CC=C(C=C1)OC[C@@H](CO)O ((2S,3S)-2-{(R)-2-amino-2-[4-((R)-2,3-dihydroxy-propoxy)-phenyl]-acetylamino}-N-(2-chloro-4-iodo-phenyl)-3-phenyl-butyramide), C(C)(C)(C)OC(N[C@@H](CC1=CC=C(C=C1)F)C(NC1=C(C=C(C=C1)C1CC1)F)=O)=O ((S)-[1-(4-cyclopropyl-2-fluoro-phenylcarbamoyl)-2-(4-fluoro-phenyl)-ethyl]-carbamic acid tert-butyl ester), diol. Solvent: NC(C(=O)N[C@H](C(=O)NC1=C(C=C(C=C1)C1CC1)F)CC1=CC=C(C=C1)F)C1=CC=C(C=C1)OC(CO)CO ((S)-2-{2-amino-2-[4-(2-hydroxy-1-hydroxymethyl-ethoxy)-phenyl]-acetylamino}-N-(4-cyclopropyl-2-fluoro-phenyl)-3-(4-fluoro-phenyl)-propionamide). Product: C1(CC1)C1=CC(=C(C=C1)NC([C@H](CC1=CC=C(C=C1)F)N1C(N[C@@H](C1=O)C1=CC=C(C=C1)OC(CO)CO)=O)=O)F ((S)—N-(4-Cyclopropyl-2-fluoro-phenyl)-3-(4-fluoro-phenyl)-2-{(R)-4-[4-(2-hydroxy-1-hydroxymethyl-ethoxy)-phenyl]-2,5-dioxo-imidazolidin-1-yl}-propionamide). RXN SMILES: [CH2:1]([O:8][C@H](C)[C@H](NC(OCC1C2C=CC=CC=2C2C1=CC=CC=2)=O)C(O)=O)C1C=CC=CC=1.N[C@H](C1C=CC(OC[C@H](O)CO)=CC=1)C(N[C@@H]([C@H](C1C=CC=CC=1)C)C(NC1C=CC(I)=CC=1Cl)=O)=O.C(O[C:75](=[O:99])[NH:76][C@H:77]([C:86](=[O:98])[NH:87][C:88]1[CH:93]=[CH:92][C:91]([CH:94]2[CH2:96][CH2:95]2)=[CH:90][C:89]=1[F:97])[CH2:78][C:79]1[CH:84]=[CH:83][C:82]([F:85])=[CH:81][CH:80]=1)(C)(C)C.C(O[C:105]([NH:107][C@H:108]([C:112]1[CH:117]=[CH:116][C:115]([O:118][CH2:119][C@H:120]2COC(C)(C)[O:121]2)=[CH:114][CH:113]=1)C(O)=O)=[O:106])(C)(C)C>NC(C1C=CC(OC(CO)CO)=CC=1)C(N[C@@H](CC1C=CC(F)=CC=1)C(NC1C=CC(C2CC2)=CC=1F)=O)=O>[CH:94]1([C:91]2[CH:92]=[CH:93][C:88]([NH:87][C:86](=[O:98])[C@@H:77]([N:76]3[C:75](=[O:99])[C@@H:108]([C:112]4[CH:113]=[CH:114][C:115]([O:118][CH:119]([CH2:120][OH:121])[CH2:1][OH:8])=[CH:116][CH:117]=4)[NH:107][C:105]3=[O:106])[CH2:78][C:79]3[CH:84]=[CH:83][C:82]([F:85])=[CH:81][CH:80]=3)=[C:89]([F:97])[CH:90]=2)[CH2:96][CH2:95]1. Procedure details: Prepared by the same method as described in example 3 except that (i) (S)-2-tert-butoxycarbonylamino-3-(4-fluoro-phenyl)-propionic acid was used in place of (2S,3S)-2-tert-butoxycarbonylamino-3-phenyl-butyric acid in step 1, (ii) (S)-[1-(2-fluoro-4-iodo-phenylcarbamoyl)-2-(4-fluoro-phenyl)-ethyl]-carbamic acid tert-butyl ester was converted in to (S)-[1-(4-cyclopropyl-2-fluoro-phenylcarbamoyl)-2-(4-fluoro-phenyl)-ethyl]-carbamic acid tert-butyl ester after step 2 and prior to step 3 (using the c...